Task: describe an organic reaction: reactants, conditions, products, and yield. Dataset: the Open Reaction Database (ORD), a public repository of structured organic reaction records The reactants are CCO, Cl, Nc1nc(Cl)c(NC=O)c(NCc2cccc(N3CCCC3=O)n2)n1, [Na+], [OH-]. The product is Nc1nc(Cl)c(N)c(NCc2cccc(N3CCCC3=O)n2)n1. As a reaction SMILES: [CH3:29][CH2:30][OH:31].[ClH:26].[NH2:1][c:2]1[n:3][c:4]([NH:12][CH2:13][c:14]2[n:15][c:16]([N:20]3[C:21](=[O:25])[CH2:22][CH2:23][CH2:24]3)[cH:17][cH:18][cH:19]2)[c:5]([NH:9][CH:10]=[O:11])[c:6]([Cl:8])[n:7]1.[Na+:28].[OH-:27]>>[NH2:1][c:2]1[n:3][c:4]([NH:12][CH2:13][c:14]2[n:15][c:16]([N:20]3[C:21](=[O:25])[CH2:22][CH2:23][CH2:24]3)[cH:17][cH:18][cH:19]2)[c:5]([NH2:9])[c:6]([Cl:8])[n:7]1. Yields the product CCOC(=O)c1sc2nc(C)n(Cc3ccccc3)c(=O)c2c1C. Starting materials: O=C([O-])[O-], CCOC(=O)c1sc2nc(C)[nH]c(=O)c2c1C, CC#N, ClCc1ccccc1, [K+], [K+]. RXN SMILES: [C:18](=[O:19])([O-:20])[O-:21].[CH3:1][c:2]1[nH:3][c:4](=[O:17])[c:5]2[c:6]([n:7]1)[s:8][c:9]([C:12](=[O:13])[O:14][CH2:15][CH3:16])[c:10]2[CH3:11].[CH3:32][C:33]#[N:34].[Cl:24][CH2:25][c:26]1[cH:27][cH:28][cH:29][cH:30][cH:31]1.[K+:22].[K+:23]>>[CH3:1][c:2]1[n:3]([CH2:25][c:26]2[cH:27][cH:28][cH:29][cH:30][cH:31]2)[c:4](=[O:17])[c:5]2[c:6]([n:7]1)[s:8][c:9]([C:12](=[O:13])[O:14][CH2:15][CH3:16])[c:10]2[CH3:11]. The reactants are O=C([O-])[O-], CNC1CCN(Cc2ccccc2)CC1, CS(=O)(=O)c1ccc2c(c1)CCN2c1cc(Cl)ncn1, ClCCl, [K+], [K+]. Product: CN(c1cc(N2CCc3cc(S(C)(=O)=O)ccc32)ncn1)C1CCN(Cc2ccccc2)CC1. As a reaction SMILES: [C:36](=[O:37])([O-:38])[O-:39].[CH2:1]([c:2]1[cH:3][cH:4][cH:5][cH:6][cH:7]1)[N:8]1[CH2:9][CH2:10][CH:11]([NH:14][CH3:15])[CH2:12][CH2:13]1.[Cl:16][c:17]1[cH:18][c:19]([N:23]2[CH2:24][CH2:25][c:26]3[cH:27][c:28]([S:32](=[O:33])(=[O:34])[CH3:35])[cH:29][cH:30][c:31]32)[n:20][cH:21][n:22]1.[Cl:42][CH2:43][Cl:44].[K+:40].[K+:41]>>[CH2:1]([c:2]1[cH:3][cH:4][cH:5][cH:6][cH:7]1)[N:8]1[CH2:9][CH2:10][CH:11]([N:14]([CH3:15])[c:17]2[cH:18][c:19]([N:23]3[CH2:24][CH2:25][c:26]4[cH:27][c:28]([S:32](=[O:33])(=[O:34])[CH3:35])[cH:29][cH:30][c:31]43)[n:20][cH:21][n:22]2)[CH2:12][CH2:13]1. Starting materials: C(C)(C)(C)OC(C(CC(C)C)NC(C1=C(C=CC(=C1)OC)SSC1=C(C=C(C=C1)OC)C(NC(CC(C)C)C(=O)OC(C)(C)C)=O)=O)=O (2-[2-[2-(1-tert-Butoxycarbonyl-3-methylbutylcarbamoyl)-4-methoxy- phenyldisulfanyl]-5-methoxybenzoylamino]-4-methyl-pentanoic acid tert-butyl ester), FC(C(=O)O)(F)F (trifluoroacetic acid), C1(=CC=CC=C1)OC (anisole). The solvent is ClCCl (dichloromethane). The product is C(=O)(O)C(CC(C)C)NC(=O)C1=C(C=CC(=C1)OC)SSC1=C(C(=O)NC(C(=O)O)CC(C)C)C=C(C=C1)OC (2-{2-[2-(1-Carboxy-3-methyl-butylcarbamoyl)-4-methoxy-phenyldisulfanyl]-5-methoxybenzoylamino}-4-methyl-pentanoic acid). The yield is 34.7%. Reaction SMILES: C([O:5][C:6](=[O:48])[CH:7]([NH:12][C:13](=[O:47])[C:14]1[CH:19]=[C:18]([O:20][CH3:21])[CH:17]=[CH:16][C:15]=1[S:22][S:23][C:24]1[CH:29]=[CH:28][C:27]([O:30][CH3:31])=[CH:26][C:25]=1[C:32](=[O:46])[NH:33][CH:34]([C:39]([O:41]C(C)(C)C)=[O:40])[CH2:35][CH:36]([CH3:38])[CH3:37])[CH2:8][CH:9]([CH3:11])[CH3:10])(C)(C)C.FC(F)(F)C(O)=O.C1(OC)C=CC=CC=1>ClCCl>[C:39]([CH:34]([NH:33][C:32]([C:25]1[CH:26]=[C:27]([O:30][CH3:31])[CH:28]=[CH:29][C:24]=1[S:23][S:22][C:15]1[CH:16]=[CH:17][C:18]([O:20][CH3:21])=[CH:19][C:14]=1[C:13]([NH:12][CH:7]([CH2:8][CH:9]([CH3:10])[CH3:11])[C:6]([OH:48])=[O:5])=[O:47])=[O:46])[CH2:35][CH:36]([CH3:38])[CH3:37])([OH:41])=[O:40]. Reported procedure: This compound was prepared according to the procedure described in Example 50 using [S-(R*,R*)]-2-[2-[2-(1-tert-butoxycarbonyl-3-methyl- butylcarbamoyl)-4-methoxy-phenyldisulfanyl]-5-methoxybenzoylamino]-4-methyl-pentanoic acid tert-butyl ester (2.4 g, 3.4 mmol) from Example 31, 25 mL dichloromethane, 25 mL trifluoroacetic acid and 2.5 mL anisole. The crude product was recrystallized from methanol/water to afford 0.7 g of the title compound, mp 168°-169° C.